From a dataset of the Open Reaction Database (ORD), a public repository of structured organic reaction records. describe an organic reaction: reactants, conditions, products, and yield Reactants: C(CC)C1=C(C(=NC(=N1)C)NN)CC1=CC=C(C=C1)C1=C(C=CC=C1)C#N (6-n-propyl-2-methyl-4-hydrazino-5-[(2'-cyano-4-biphenylyl)methyl]pyrimidine), C(OCC)(OCC)OCC (triethyl orthoformate). The product is C(CC)C1=C(C=2N(C(=N1)C)C=NN2)CC2=CC=C(C=C2)C2=C(C=CC=C2)C#N (7-n-propyl-5-methyl-8-[(2'-cyano-4-biphenylyl)methyl]-1,2,4-triazolo[4,3-c]pyrimidine). Reaction SMILES: [CH2:1]([C:4]1[N:9]=[C:8]([CH3:10])[N:7]=[C:6]([NH:11][NH2:12])[C:5]=1[CH2:13][C:14]1[CH:19]=[CH:18][C:17]([C:20]2[CH:25]=[CH:24][CH:23]=[CH:22][C:21]=2[C:26]#[N:27])=[CH:16][CH:15]=1)[CH2:2][CH3:3].[CH:28](OCC)(OCC)OCC>>[CH2:1]([C:4]1[N:9]=[C:8]([CH3:10])[N:7]2[CH:28]=[N:12][N:11]=[C:6]2[C:5]=1[CH2:13][C:14]1[CH:19]=[CH:18][C:17]([C:20]2[CH:25]=[CH:24][CH:23]=[CH:22][C:21]=2[C:26]#[N:27])=[CH:16][CH:15]=1)[CH2:2][CH3:3]. Procedure: 20 g of 6-n-propyl-2-methyl-4-hydrazino-5-[(2'-cyano-4-biphenylyl)methyl]pyrimidine, prepared in Example 12, are heated to reflux for 6 hours in 200 ml of triethyl orthoformate. The mixture is then concentrated under vacuum and the residue is taken up with ether. The crystals obtained are drained and washed with ether to give 18.8 g of 7-n-propyl-5-methyl-8-[(2'-cyano-4-biphenylyl)methyl]-1,2,4-triazolo[4,3-c]pyrimidine in the form of crystals of melting point 153° C.